From a dataset of the Open Reaction Database (ORD), a public repository of structured organic reaction records. describe an organic reaction: reactants, conditions, products, and yield The reactants are C(=O)(N1C=NC=C1)N1C=NC=C1 (carbonyldiimidazole), CC=1N=C(SC1C1=CC=NC=C1)N (4-methyl-5-pyridin-4-yl-thiazol-2-ylamine), 117082 A2. Solvent: C(Cl)Cl (DCM). Reaction conditions: temperature 40 celsius, time 2.5 hour. Product: CC=1N=C(SC1C1=CC=NC=C1)NC(=O)N1C=NC=C1 (Imidazole-1-carboxylic acid (4-methyl-5-pyridin-4-yl-thiazol-2-yl)-amide). RXN SMILES: [C:1](N1C=CN=C1)([N:3]1[CH:7]=[CH:6][N:5]=[CH:4]1)=[O:2].[CH3:13][C:14]1[N:15]=[C:16]([NH2:25])[S:17][C:18]=1[C:19]1[CH:24]=[CH:23][N:22]=[CH:21][CH:20]=1>C(Cl)Cl>[CH3:13][C:14]1[N:15]=[C:16]([NH:25][C:1]([N:3]2[CH:7]=[CH:6][N:5]=[CH:4]2)=[O:2])[S:17][C:18]=1[C:19]1[CH:24]=[CH:23][N:22]=[CH:21][CH:20]=1. Procedure: To a stirred solution of carbonyldiimidazole (3.91 g, 24.2 mmol) in DCM (150 ml) is added 4-methyl-5-pyridin-4-yl-thiazol-2-ylamine (prepared according to the method described in EP 117082 A2) (3.08 g, 16.1 mmol) in one portion. The suspension is stirred for 2.5 hours at 40° C. and the reaction mixture is then filtered and washed with DCM to afford the titled compound as a solid. The reactants are BrCCOc1ccc(Oc2nc3ccccc3s2)cc1, CC(C)(C)OC(=O)N1CC2CC1CN2, CC#N, CCN(C(C)C)C(C)C. Yields the product CC(C)(C)OC(=O)N1CC2CC1CN2CCOc1ccc(Oc2nc3ccccc3s2)cc1. RXN SMILES: [Br:1][CH2:2][CH2:3][O:4][c:5]1[cH:6][cH:7][c:8]([O:9][c:10]2[s:11][c:12]3[c:13]([n:14]2)[cH:15][cH:16][cH:17][cH:18]3)[cH:19][cH:20]1.[C:21]([CH3:22])([CH3:23])([CH3:24])[O:25][C:26](=[O:27])[N:28]1[CH:29]2[CH2:30][NH:31][CH:32]([CH2:33]1)[CH2:34]2.[CH3:44][C:45]#[N:46].[CH:35]([N:36]([CH:37]([CH3:38])[CH3:39])[CH2:40][CH3:41])([CH3:42])[CH3:43]>>[CH2:2]([CH2:3][O:4][c:5]1[cH:6][cH:7][c:8]([O:9][c:10]2[s:11][c:12]3[c:13]([n:14]2)[cH:15][cH:16][cH:17][cH:18]3)[cH:19][cH:20]1)[N:31]1[CH2:30][CH:29]2[N:28]([C:26]([O:25][C:21]([CH3:22])([CH3:23])[CH3:24])=[O:27])[CH2:33][CH:32]1[CH2:34]2. The reactants are C(C)(C)C=1C(NC(NC1SC1=CC(=CC(=C1)C)C)=O)=O (5-Isopropyl-6-(3,5-dimethylphenyl)thio-2,4-pyrimidinedione), COC=1C=C(CBr)C=CC1 (3-methoxybenzyl bromide). Yields the product COC=1C=C(CN2C(NC(C(=C2SC2=CC(=CC(=C2)C)C)C(C)C)=O)=O)C=CC1 (1-(3-Methoxybenzyl)-5-isopropyl-6-(3,5-dimethylphenyl)thio-2,4-pyrimidinedione). Isolated yield 49.4%. Reaction SMILES: [CH:1]([C:4]1[C:5](=[O:20])[NH:6][C:7](=[O:19])[NH:8][C:9]=1[S:10][C:11]1[CH:16]=[C:15]([CH3:17])[CH:14]=[C:13]([CH3:18])[CH:12]=1)([CH3:3])[CH3:2].[CH3:21][O:22][C:23]1[CH:24]=[C:25]([CH:28]=[CH:29][CH:30]=1)[CH2:26]Br>>[CH3:21][O:22][C:23]1[CH:24]=[C:25]([CH:28]=[CH:29][CH:30]=1)[CH2:26][N:8]1[C:9]([S:10][C:11]2[CH:12]=[C:13]([CH3:18])[CH:14]=[C:15]([CH3:17])[CH:16]=2)=[C:4]([CH:1]([CH3:3])[CH3:2])[C:5](=[O:20])[NH:6][C:7]1=[O:19]. Reported procedure: 5-Isopropyl-6-(3,5-dimethylphenyl)thio-2,4-pyrimidinedione and 3-methoxybenzyl bromide were reacted by the same way with the example 1 to obtain the titled compound (203 mg, yield: 49.4%).